From a dataset of the Open Reaction Database (ORD), a public repository of structured organic reaction records. describe an organic reaction: reactants, conditions, products, and yield The reactants are CCO, CC1CN(N)C(=O)NN1, O=S(=O)(O)O, O=Cc1cccnc1. The product is CC1CN(N=Cc2cccnc2)C(=O)NN1. As a reaction SMILES: [CH3:23][CH2:24][OH:25].[NH2:14][N:15]1[C:16](=[O:22])[NH:17][NH:18][CH:19]([CH3:21])[CH2:20]1.[S:9](=[O:10])(=[O:11])([OH:12])[OH:13].[n:1]1[cH:2][c:3]([CH:7]=[O:8])[cH:4][cH:5][cH:6]1>>[n:1]1[cH:2][c:3]([CH:7]=[N:14][N:15]2[C:16](=[O:22])[NH:17][NH:18][CH:19]([CH3:21])[CH2:20]2)[cH:4][cH:5][cH:6]1.